This data is from the Open Reaction Database (ORD), a public repository of structured organic reaction records. The task is: describe an organic reaction: reactants, conditions, products, and yield Starting materials: C1(C=2C(C(N1)=O)=CC=CC2)=O (phthalimide), C1(=CC=CC=C1)P(C1=CC=CC=C1)C1=CC=CC=C1 (triphenylphosphine), N(=NC(=O)OCC)C(=O)OCC (diethyl azodicarboxylate), FC(C=1C=CC(=C(C(=O)C2=C(C=CC=C2)Cl)C1)N1C(=NN=C1CO)CCN(C)C)(F)F (5-(trifluoromethyl)-2'-chloro-2-[3-[2-(dimethylamino)ethyl]-5-(hydroxymethyl)-4H-1,2,4-triazol-4-yl]benzophenone). Run in COCCOC (1,2-dimethoxyethane). RXN SMILES: [F:1][C:2]([F:31])([F:30])[C:3]1[CH:4]=[CH:5][C:6]([N:18]2[C:22]([CH2:23]O)=[N:21][N:20]=[C:19]2[CH2:25][CH2:26][N:27]([CH3:29])[CH3:28])=[C:7]([CH:17]=1)[C:8]([C:10]1[CH:15]=[CH:14][CH:13]=[CH:12][C:11]=1[Cl:16])=[O:9].[C:32]1(=[O:42])[NH:36][C:35](=[O:37])[C:34]2=[CH:38][CH:39]=[CH:40][CH:41]=[C:33]12.C1(P(C2C=CC=CC=2)C2C=CC=CC=2)C=CC=CC=1.N(C(OCC)=O)=NC(OCC)=O>COCCOC>[F:31][C:2]([F:1])([F:30])[C:3]1[CH:4]=[CH:5][C:6]([N:18]2[C:22]([CH2:23][N:36]3[C:32](=[O:42])[C:33]4=[CH:41][CH:40]=[CH:39][CH:38]=[C:34]4[C:35]3=[O:37])=[N:21][N:20]=[C:19]2[CH2:25][CH2:26][N:27]([CH3:29])[CH3:28])=[C:7]([CH:17]=1)[C:8]([C:10]1[CH:15]=[CH:14][CH:13]=[CH:12][C:11]=1[Cl:16])=[O:9]. Yields the product FC(C=1C=CC(=C(C(=O)C2=C(C=CC=C2)Cl)C1)N1C(=NN=C1CN1C(C=2C(C1=O)=CC=CC2)=O)CCN(C)C)(F)F (5-(trifluoromethyl)-2'-chloro-2-[3-[2-(dimethylamino)ethyl]-5-(phthalimidomethyl)-4H-1,2,4-triazol-4-yl]benzophenone). Procedure details: In the manner given in Example 1B, 5-(trifluoromethyl)-2'-chloro-2-[3-[2-(dimethylamino)ethyl]-5-(hydroxymethyl)-4H-1,2,4-triazol-4-yl]benzophenone in 1,2-dimethoxyethane is treated with phthalimide, triphenylphosphine and diethyl azodicarboxylate to give 5-(trifluoromethyl)-2'-chloro-2-[3-[2-(dimethylamino)ethyl]-5-(phthalimidomethyl)-4H-1,2,4-triazol-4-yl]benzophenone.